This data is from the Open Reaction Database (ORD), a public repository of structured organic reaction records. The task is: describe an organic reaction: reactants, conditions, products, and yield Reactants: CC(C)(C)C(Oc1cccc(CONC(=O)C2c3ccccc3C(=O)N(C3CCCCC3NS(C)(=O)=O)C2c2ccc(Cl)cc2Cl)c1)C(=O)[O-], CC(Cl)Cl, O=C(O)C(F)(F)F. Product: CS(=O)(=O)NC1CCCCC1N1C(=O)c2ccccc2C(C(=O)NOCc2cccc(OCC(=O)O)c2)C1c1ccc(Cl)cc1Cl. As a reaction SMILES: [C:1]([CH3:2])([CH3:3])([CH3:4])[CH:5]([C:6](=[O:7])[O-:8])[O:9][c:10]1[cH:11][c:12]([CH2:16][O:17][NH:18][C:19](=[O:20])[CH:21]2[CH:22]([c:43]3[c:44]([Cl:50])[cH:45][c:46]([Cl:49])[cH:47][cH:48]3)[N:23]([CH:32]3[CH:33]([NH:38][S:39](=[O:40])(=[O:41])[CH3:42])[CH2:34][CH2:35][CH2:36][CH2:37]3)[C:24](=[O:31])[c:25]3[cH:26][cH:27][cH:28][cH:29][c:30]32)[cH:13][cH:14][cH:15]1.[Cl:51][CH:52]([Cl:53])[CH3:54].[OH:55][C:56]([C:57]([F:58])([F:59])[F:60])=[O:61]>>[CH2:5]([C:6](=[O:7])[OH:8])[O:9][c:10]1[cH:11][c:12]([CH2:16][O:17][NH:18][C:19](=[O:20])[CH:21]2[CH:22]([c:43]3[c:44]([Cl:50])[cH:45][c:46]([Cl:49])[cH:47][cH:48]3)[N:23]([CH:32]3[CH:33]([NH:38][S:39](=[O:40])(=[O:41])[CH3:42])[CH2:34][CH2:35][CH2:36][CH2:37]3)[C:24](=[O:31])[c:25]3[cH:26][cH:27][cH:28][cH:29][c:30]32)[cH:13][cH:14][cH:15]1. Reactants: CN(C)C=O, ClCc1ccc(Cl)cc1, [H-], [Na+], Oc1cccnc1. Yields the product Clc1ccc(COc2cccnc2)cc1. As a reaction SMILES: [CH3:19][N:20]([CH3:21])[CH:22]=[O:23].[Cl:10][c:11]1[cH:12][cH:13][c:14]([CH2:15][Cl:16])[cH:17][cH:18]1.[H-:2].[Na+:1].[OH:3][c:4]1[cH:5][n:6][cH:7][cH:8][cH:9]1>>[O:3]([c:4]1[cH:5][n:6][cH:7][cH:8][cH:9]1)[CH2:15][c:14]1[cH:13][cH:12][c:11]([Cl:10])[cH:18][cH:17]1. Reactants: OC(CC=1C=C(C#N)C=CC1)CO (3-(2,3-dihydroxypropyl)benzonitrile), NaIO4. The solvent is CO.O (MeOH H2O). Conditions: temperature 0 celsius, time 1.5 hour. Yields the product O=CCC=1C=C(C#N)C=CC1 (3-(2-oxoethyl)benzonitrile). Reaction SMILES: [OH:1][CH:2](CO)[CH2:3][C:4]1[CH:5]=[C:6]([CH:9]=[CH:10][CH:11]=1)[C:7]#[N:8]>CO.O>[O:1]=[CH:2][CH2:3][C:4]1[CH:5]=[C:6]([CH:9]=[CH:10][CH:11]=1)[C:7]#[N:8] |f:1.2|. Procedure details: A solution of 3-(2,3-dihydroxypropyl)benzonitrile (2.7 g, 15.3 mmol) in MeOH/H2O (v/v=3:1, 40 mL) was added NaIO4 at 0° C. and then stirred at 0° C. for 1.5 h. The result mixture was filtered and the filtrate was concentrated to afford 3-(2-oxoethyl)benzonitrile, which was used next step without further purification. Reactants: C[Si](C)(C)[N-][Si](C)(C)C, COc1ccc2c(c1)CSCC2=O, Cl, O=C(c1ncc[nH]1)C(F)(F)F, [Na+], C1CCOC1. The product is COc1ccc2c(c1)CSC(C(=O)C(F)(F)F)C2=O. As a reaction SMILES: [CH3:14][Si:15]([N-:16][Si:17]([CH3:18])([CH3:19])[CH3:20])([CH3:21])[CH3:22].[CH3:1][O:2][c:3]1[cH:4][cH:5][c:6]2[c:11]([cH:12]1)[CH2:10][S:9][CH2:8][C:7]2=[O:13].[ClH:35].[F:24][C:25]([C:26](=[O:27])[c:28]1[nH:29][cH:30][cH:31][n:32]1)([F:33])[F:34].[Na+:23].[O:36]1[CH2:37][CH2:38][CH2:39][CH2:40]1>>[CH3:1][O:2][c:3]1[cH:4][cH:5][c:6]2[c:11]([cH:12]1)[CH2:10][S:9][CH:8]([C:26]([C:25]([F:24])([F:33])[F:34])=[O:27])[C:7]2=[O:13]. Starting materials: ClCCl, CC(C)(C)OC(=O)Nc1nc2c(C(=O)NC3CN4CCC3CC4)cccc2o1. The product is Nc1nc2c(C(=O)NC3CN4CCC3CC4)cccc2o1. As a reaction SMILES: [Cl:29][CH2:30][Cl:31].[N:1]12[CH2:2][CH2:3][CH:4]([CH2:5][CH2:6]1)[CH:7]([NH:9][C:10](=[O:11])[c:12]1[cH:13][cH:14][cH:15][c:16]3[c:17]1[n:18][c:19]([NH:21][C:22](=[O:23])[O:24][C:25]([CH3:26])([CH3:27])[CH3:28])[o:20]3)[CH2:8]2>>[N:1]12[CH2:2][CH2:3][CH:4]([CH2:5][CH2:6]1)[CH:7]([NH:9][C:10](=[O:11])[c:12]1[cH:13][cH:14][cH:15][c:16]3[c:17]1[n:18][c:19]([NH2:21])[o:20]3)[CH2:8]2. The reactants are C1(=CC=CC=C1)C1=NC=CC(=C1)C1=CN=C2N1C=CC(=C2)C=2CCNCC2 (3-(2-Phenyl-pyridin-4-yl)-7-(1,2,3,6-tetrahydro-pyridin-4-yl)-imidazo[1,2-a]pyridine). The reagents and catalysts are [Pd] (Pd/C). Solvent: CO (MeOH). Yields the product C1(=CC=CC=C1)C1=NC=CC(=C1)C1=CN=C2N1C=CC(=C2)C2CCNCC2 (3-(2-phenyl-pyridin-4-yl)-7-piperidin-4-yl-imidazo[1,2-a]pyridine). Reaction SMILES: [C:1]1([C:7]2[CH:12]=[C:11]([C:13]3[N:17]4[CH:18]=[CH:19][C:20]([C:22]5[CH2:23][CH2:24][NH:25][CH2:26][CH:27]=5)=[CH:21][C:16]4=[N:15][CH:14]=3)[CH:10]=[CH:9][N:8]=2)[CH:6]=[CH:5][CH:4]=[CH:3][CH:2]=1>CO.[Pd]>[C:1]1([C:7]2[CH:12]=[C:11]([C:13]3[N:17]4[CH:18]=[CH:19][C:20]([CH:22]5[CH2:23][CH2:24][NH:25][CH2:26][CH2:27]5)=[CH:21][C:16]4=[N:15][CH:14]=3)[CH:10]=[CH:9][N:8]=2)[CH:6]=[CH:5][CH:4]=[CH:3][CH:2]=1. Procedure details: 3-(2-Phenyl-pyridin-4-yl)-7-(1,2,3,6-tetrahydro-pyridin-4-yl)-imidazo[1,2-a]pyridine (Ex. 1.190) (1.0 eq, 1.15 mmol, 0.51 g) in dissolved in MeOH (20 ml) and Pd/C (10%, 1.15 eq, 1.32 mmol, 140 mg) and the reaction mixture is hydrogenated at rt for 16 h (4 bar pressure). The solid is removed by filtration and the solvent is evaporated to dryness to yield 3-(2-phenyl-pyridin-4-yl)-7-piperidin-4-yl-imidazo[1,2-a]pyridine as a light yellow solid which did not require any further purification; [M+H]+...